From a dataset of the Open Reaction Database (ORD), a public repository of structured organic reaction records. describe an organic reaction: reactants, conditions, products, and yield The reactants are C(C1=CC=CC=C1)(=O)OC[C@@H]1[C@H]([C@H]([C@@H](O1)C=1SC=C(N1)C(=O)OCC)O)O (Ethyl 2-(5′-O-Benzoyl-β-D-ribofuranosyl)thiazole-4-carboxylate), steel, steel, N (ammonia). Solvent: C(C)O (ethanol). Conditions: time 12 hour. Yields the product [C@@H]1([C@H](O)[C@H](O)[C@H](O1)CO)C=1SC=C(N1)C(=O)N (2-β-D-Ribofuranosylthiazole-4-carboxamide). Yield: 90.0%. Reaction SMILES: C([O:9][CH2:10][C@H:11]1[O:15][C@@H:14]([C:16]2[S:17][CH:18]=[C:19]([C:21](OCC)=[O:22])[N:20]=2)[C@H:13]([OH:26])[C@@H:12]1[OH:27])(=O)C1C=CC=CC=1.[NH3:28]>C(O)C>[C@@H:14]1([C:16]2[S:17][CH:18]=[C:19]([C:21]([NH2:28])=[O:22])[N:20]=2)[O:15][C@H:11]([CH2:10][OH:9])[C@@H:12]([OH:27])[C@H:13]1[OH:26]. Procedure: Ethyl 2-(5′-O-Benzoyl-β-D-ribofuiranosyl)thiazole-4-carboxylate (11, 3.7 g, 942 mmol) was placed in a steel bomb and mixed with freshly prepared cold methanolic ammonia (70 ml, saturated at 0° C. The mixture was protected from moisture and stirred at room temperature for 12 hr. The steel bomb was cooled to 0° C., opened carefully and evaporated to a sticky foam. The residue was triturated with dry toluene (3×50 ml) and the toluene layer was discarded. The residue that obtained was treated with a... Starting materials: [OH-].[Na+] (sodium hydroxide), ClC1=C2C(=NC=C1)NC=C2C=O (4-chloro-1H-pyrrolo[2,3-b]pyridine-3-carbaldehyde), C1(=CC=C(C=C1)S(=O)(=O)Cl)C (p-toluenesulfonyl chloride). Reagents/catalysts: S(=O)(=O)(O)[O-].C(CCC)[N+](CCCC)(CCCC)CCCC (tetrabutylammonium hydrogensulfate). The solvent is O (water), C1(=CC=CC=C1)C (toluene). Reaction conditions: temperature 0 celsius, time 8 hour. Yields the product ClC1=C2C(=NC=C1)N(C=C2C=O)S(=O)(=O)C2=CC=C(C)C=C2 (4-chloro-1-tosyl-1H-pyrrolo[2,3-b]pyridine-3-carb aldehyde). RXN SMILES: [Cl:1][C:2]1[CH:7]=[CH:6][N:5]=[C:4]2[NH:8][CH:9]=[C:10]([CH:11]=[O:12])[C:3]=12.[C:13]1([CH3:23])[CH:18]=[CH:17][C:16]([S:19](Cl)(=[O:21])=[O:20])=[CH:15][CH:14]=1.[OH-].[Na+]>C1(C)C=CC=CC=1.S([O-])(O)(=O)=O.C([N+](CCCC)(CCCC)CCCC)CCC.O>[Cl:1][C:2]1[CH:7]=[CH:6][N:5]=[C:4]2[N:8]([S:19]([C:16]3[CH:17]=[CH:18][C:13]([CH3:23])=[CH:14][CH:15]=3)(=[O:21])=[O:20])[CH:9]=[C:10]([CH:11]=[O:12])[C:3]=12 |f:2.3,5.6|. Procedure: To a suspension of Example 127A (1 g, 5.54 mmol) in toluene (10 mL) was added p-toluenesulfonyl chloride (1.584 g, 8.31 mmol) and tetrabutylammonium hydrogensulfate (0.188 g, 0.554 mmol). The mixture was cooled to 0° C., and a solution of sodium hydroxide (0.554 g, 13.84 mmol) in water (2 mL) was added. The mixture was stirred at room temperature overnight, and partitioned between ethyl acetate and water. The organic phase was washed with water and concentrated. The residue was triturated with 1... The reactants are Cl (HCl), FC1=C(C=C(C=C1)C=1OC2=C(N1)C=CC=C2)[N+](=O)[O-] (2-(4-fluoro-3-nitrophenyl)-1,3-benzoxazole), C(=O)([O-])[O-].[K+].[K+] (K2CO3), C(C)(C)(C)OC(CC#N)=O (tert-butylcyanoacetate), C1(=CC=C(C=C1)S(=O)(=O)O)C (p-toluenesulfonic acid). Run in O (H2O), O (H2O), CS(=O)C (DMSO), C1(=CC=CC=C1)C (toluene). Reaction conditions: temperature 65 celsius. Yields the product O1C(=NC2=C1C=CC=C2)C2=CC(=C(C=C2)CC#N)[N+](=O)[O-] ([4-(1,3-benzoxazol-2-yl)-2-nitrophenyl]acetonitrile). RXN SMILES: F[C:2]1[CH:7]=[CH:6][C:5]([C:8]2[O:9][C:10]3[CH:16]=[CH:15][CH:14]=[CH:13][C:11]=3[N:12]=2)=[CH:4][C:3]=1[N+:17]([O-:19])=[O:18].C([O-])([O-])=O.[K+].[K+].C(OC(=O)[CH2:32][C:33]#[N:34])(C)(C)C.Cl.C1(C)C=CC(S(O)(=O)=O)=CC=1>CS(C)=O.C1(C)C=CC=CC=1.O>[O:9]1[C:10]2[CH:16]=[CH:15][CH:14]=[CH:13][C:11]=2[N:12]=[C:8]1[C:5]1[CH:6]=[CH:7][C:2]([CH2:32][C:33]#[N:34])=[C:3]([N+:17]([O-:19])=[O:18])[CH:4]=1 |f:1.2.3|. Procedure: 2-(4-fluoro-3-nitrophenyl)-1,3-benzoxazole (200 mg, 0.77 mmol) was dissolved in DMSO (5 mL) and K2CO3 (267 mg, 1.94 mmol) was added. The resulting yellow mixture was warmed to 65° C. and tert-butylcyanoacetate (137 mg, 0.97 mmol) was added dropwise. The dark red mixture was heated to 65° C. for 30 min, cooled to rt, and poured into H2O. The aqueous layer was acidified to pH 3 (with a 10% aqueous HCl solution) and it was extracted with EtOAc (3×). The organics were combined, washed with brine (2×... Starting materials: O=C1N(CCC1(C1=CC=CC=C1)C1=CC=CC=C1)CC(=O)O (2-(2-oxo-3,3-diphenylpyrrolidin-1-yl)acetic acid), ON\C(\C1=CC=C(C=C1)C(F)(F)F)=N/[H] ((Z)—N-hydroxy-4-(trifluoromethyl)benzimidamide), FC1=CC=C(C=C1)C1(C(N(CC1)CC(=O)O)=O)C1=CC=C(C=C1)F (2-(3,3-bis(4-fluorophenyl)-2-oxopyrrolidin-1-yl)acetic acid), ON\C(\C1=CC=NC=C1)=N/[H] ((Z)—N-hydroxyisonicotinimidamide). The product is C1(=CC=CC=C1)C1(C(N(CC1)CC1=NC(=NO1)C1=CC=NC=C1)=O)C1=CC=CC=C1 (3,3-diphenyl-1-[(3-pyridin-4-yl-1,2,4-oxadiazol-5-yl)methyl]pyrrolidin-2-one). As a reaction SMILES: [O:1]=[C:2]1[C:6]([C:13]2[CH:18]=[CH:17][CH:16]=[CH:15][CH:14]=2)([C:7]2[CH:12]=[CH:11][CH:10]=[CH:9][CH:8]=2)[CH2:5][CH2:4][N:3]1[CH2:19][C:20](O)=[O:21].FC1C=CC(C2(C3C=CC(F)=CC=3)CCN(CC(O)=O)C2=O)=CC=1.O[NH:48]/[C:49](=[N:56]\[H])/[C:50]1[CH:55]=[CH:54][N:53]=[CH:52][CH:51]=1.ON/C(=N\[H])/C1C=CC(C(F)(F)F)=CC=1>>[C:7]1([C:6]2([C:13]3[CH:14]=[CH:15][CH:16]=[CH:17][CH:18]=3)[CH2:5][CH2:4][N:3]([CH2:19][C:20]3[O:21][N:56]=[C:49]([C:50]4[CH:55]=[CH:54][N:53]=[CH:52][CH:51]=4)[N:48]=3)[C:2]2=[O:1])[CH:8]=[CH:9][CH:10]=[CH:11][CH:12]=1. Reported procedure: The title compound was prepared using the procedure described in Example 190 substituting 2-(2-oxo-3,3-diphenylpyrrolidin-1-yl)acetic acid from Example 1C for 2-(3,3-bis(4-fluorophenyl)-2-oxopyrrolidin-1-yl)acetic acid and (Z)—N-hydroxyisonicotinimidamide for (Z)—N-hydroxy-4-(trifluoromethyl)benzimidamide. 1H NMR (300 MHz, CDCl3) δ ppm 8.78 (d, J=5.9, 2H), 7.86 (dd, J=1.6, 4.5, 2H), 7.44-7.28 (m, 10H), 4.92 (s, 2H), 3.58 (t, J=6.5, 2H), 2.90 (t, J=6.5, 2H); MS (DCI) m/z 397.1 (M+H)+. Starting materials: C(=O)=O (carbon dioxide), CC1=NC=CC=C1OC1=CC=CC=C1 (2-methyl-3-phenoxypyridine), C(CCC)[Li] (n-butyllithium), solution. Solvent: O (water), C1CCOC1 (THF), CCCCCC (hexane). Reaction conditions: time 20 minute. Yields the product dichloromethane-ether, O(C1=CC=CC=C1)C=1C(=NC=CC1)CC(=O)OC (methyl (3-phenoxypyrid-2-yl)acetate). As a reaction SMILES: [CH3:1][C:2]1[C:7]([O:8][C:9]2[CH:14]=[CH:13][CH:12]=[CH:11][CH:10]=2)=[CH:6][CH:5]=[CH:4][N:3]=1.[CH2:15]([Li])CCC.[C:20](=[O:22])=[O:21]>C1COCC1.CCCCCC.O>[O:8]([C:7]1[C:2]([CH2:1][C:20]([O:22][CH3:15])=[O:21])=[N:3][CH:4]=[CH:5][CH:6]=1)[C:9]1[CH:14]=[CH:13][CH:12]=[CH:11][CH:10]=1. Procedure: To a stirred solution of 2-methyl-3-phenoxypyridine 3.2 g, 0.017 mol in THF (25 ml) at -60° C. was added n-butyllithium (7 ml of a 2.5 M solution in hexane) via syringe over 15 minutes. A deep red colour formed immediately and there was a slight exotherm. After stirring for a further 20 minutes, carbon dioxide gas was passed over the reaction mixture. A mildly exothermic reaction took place and a cream precipitate formed. The reaction mixture was allowed to warm to room temperature over 2 hours,... The reactants are C(C)(C)OC(=O)C1=C(C2=C(N(C1=O)CC1=CC(=CC=C1)F)C=CS2)Cl (7-chloro-4-(3-fluoro-benzyl)-5-oxo-4,5-dihydro-thieno[3,2-b]pyridine-6-carboxylic acid isopropyl ester), C(C)OC(=O)C1=C(C2=C(N(C1=O)CC1=CC(=CC=C1)F)C=CS2)N2CCN(CC2)C(=O)C=2SC=CC2 (4-(3-fluoro-benzyl)-5-oxo-7-[4-(thiophene-2-carbonyl)-piperazin-1-yl]-4,5-dihydro-thieno[3,2-b]pyridine-6-carboxylic acid ethyl ester). Yields the product C(C)(C)OC(=O)C1=C(C2=C(N(C1=O)CC1=CC(=CC=C1)F)C=CS2)N2CCN(CC2)C(=O)C=2SC=CC2 (4-(3-fluoro-benzyl)-5-oxo-7-[4-(thiophene-2-carbonyl)-piperazin-1-yl]-4,5-dihydro-thieno[3,2-b]pyridine-6-carboxylic acid isopropyl ester). RXN SMILES: [CH:1]([O:4][C:5]([C:7]1[C:12](=[O:13])[N:11]([CH2:14][C:15]2[CH:20]=[CH:19][CH:18]=[C:17]([F:21])[CH:16]=2)[C:10]2[CH:22]=[CH:23][S:24][C:9]=2[C:8]=1Cl)=[O:6])([CH3:3])[CH3:2].C(OC(C1C(=O)N(CC2C=CC=C(F)C=2)C2C=CSC=2C=1[N:49]1[CH2:54][CH2:53][N:52]([C:55]([C:57]2[S:58][CH:59]=[CH:60][CH:61]=2)=[O:56])[CH2:51][CH2:50]1)=O)C>>[CH:1]([O:4][C:5]([C:7]1[C:12](=[O:13])[N:11]([CH2:14][C:15]2[CH:20]=[CH:19][CH:18]=[C:17]([F:21])[CH:16]=2)[C:10]2[CH:22]=[CH:23][S:24][C:9]=2[C:8]=1[N:49]1[CH2:54][CH2:53][N:52]([C:55]([C:57]2[S:58][CH:59]=[CH:60][CH:61]=2)=[O:56])[CH2:51][CH2:50]1)=[O:6])([CH3:3])[CH3:2]. Procedure details: This compound was prepared from 7-chloro-4-(3-fluoro-benzyl)-5-oxo-4,5-dihydro-thieno[3,2-b]pyridine-6-carboxylic acid isopropyl ester (18) by applying the same procedure as described for 4-(3-fluoro-benzyl)-5-oxo-7-[4-(thiophene-2-carbonyl)-piperazin-1-yl]-4,5-dihydro-thieno[3,2-b]pyridine-6-carboxylic acid ethyl ester (9). Yield (57%). 1H-NMR (DMSO-d6) δ 1.29 (d, J=6.4 Hz, 6H), 3.37 (m, 4H), 3.81 (m, 4H), 5.10 (m, 1H), 5.38 (s, 2H), 7.04-7.16 (m, 4H), 7.32 (d, J=5.6 Hz, 1H), 7.37 (m, 1H), 7.47... The reactants are C([O-])([O-])=O.[K+].[K+] (potassium carbonate), BrC1=CC=C(C=C1)C1(CCC1)CO ([1-(4-bromophenyl)cyclobutyl]methanol), ClC1=C(C=C2C=CNC2=C1)B1OCC(CO1)(C)C (6-chloro-5-(5,5-dimethyl-1,3,2-dioxaborinan-2-yl)-1H-indole), N,N-dimethylformiminium chloride. The reagents and catalysts are C1=CC=C(C=C1)P([C-]2C=CC=C2)C3=CC=CC=C3.C1=CC=C(C=C1)P([C-]2C=CC=C2)C3=CC=CC=C3.Cl[Pd]Cl.[Fe+2] ([1,1′-bis(diphenylphosphino)ferrocene]dichloropalladium(II)). The solvent is O1CCOCC1 (dioxane), CN(C)C=O (DMF). Run at time 10 minute. Product: ClC1=C(C=C2C(=CNC2=C1)C=O)C1=CC=C(C=C1)C1(CCC1)CO (6-chloro-5-{4-[1-(hydroxymethyl)cyclobutyl]phenyl}-1H-indole-3-carbaldehyde). Yield: 53.0%. Reaction SMILES: [Cl:1][C:2]1[CH:10]=[C:9]2[C:5]([CH:6]=[CH:7][NH:8]2)=[CH:4][C:3]=1B1OCC(C)(C)CO1.[C:19](=O)([O-])[O-:20].[K+].[K+].Br[C:26]1[CH:31]=[CH:30][C:29]([C:32]2([CH2:36][OH:37])[CH2:35][CH2:34][CH2:33]2)=[CH:28][CH:27]=1>O1CCOCC1.CN(C=O)C.C1C=CC(P(C2C=CC=CC=2)[C-]2C=CC=C2)=CC=1.C1C=CC(P(C2C=CC=CC=2)[C-]2C=CC=C2)=CC=1.Cl[Pd]Cl.[Fe+2]>[Cl:1][C:2]1[CH:10]=[C:9]2[C:5]([C:6]([CH:19]=[O:20])=[CH:7][NH:8]2)=[CH:4][C:3]=1[C:26]1[CH:31]=[CH:30][C:29]([C:32]2([CH2:36][OH:37])[CH2:35][CH2:34][CH2:33]2)=[CH:28][CH:27]=1 |f:1.2.3,7.8.9.10|. Reported procedure: A mixture of 6-chloro-5-(5,5-dimethyl-1,3,2-dioxaborinan-2-yl)-1H-indole (260 mg, 1.00 mmol) and N,N-dimethylformiminium chloride (250 mg, 2.00 mmol) in dry dioxane (5 mL) and DMF (1 mL) was sealed in a reaction vessel and stirred at room temperature for 10 minutes to give a white slurry. To the slurry was added 2M aqueous potassium carbonate (2.5 mL, 5.0 mmol), [1-(4-bromophenyl)cyclobutyl]methanol (240 mg, 1.00 mmol) and [1,1′-bis(diphenylphosphino)ferrocene]dichloropalladium(II) (50 mg). The ... The reactants are CON(C)C(=O)Cc1ccc(OCc2ccccc2)cc1, CCCC[Mg+], C1CCOC1, [Cl-]. Product: CCCCC(=O)Cc1ccc(OCc2ccccc2)cc1. As a reaction SMILES: [CH2:1]([c:2]1[cH:3][cH:4][cH:5][cH:6][cH:7]1)[O:8][c:9]1[cH:10][cH:11][c:12]([CH2:15][C:16](=[O:17])[N:18]([O:19][CH3:20])[CH3:21])[cH:13][cH:14]1.[CH2:23]([CH2:24][CH2:25][CH3:26])[Mg+:27].[CH2:28]1[O:29][CH2:30][CH2:31][CH2:32]1.[Cl-:22]>>[CH2:1]([c:2]1[cH:3][cH:4][cH:5][cH:6][cH:7]1)[O:8][c:9]1[cH:10][cH:11][c:12]([CH2:15][C:16](=[O:17])[CH2:23][CH2:24][CH2:25][CH3:26])[cH:13][cH:14]1. Starting materials: CCO, CC(=O)OC(C)=O, CN(C)C=O, Nc1ccn(C2OC(CO)C(O)C2O)c(=O)n1, O. Product: CC(=O)Nc1ccn(C2OC(CO)C(O)C2O)c(=O)n1. Reaction SMILES: [CH2:26]([OH:27])[CH3:28].[CH3:18][C:19](=[O:20])[O:21][C:22](=[O:23])[CH3:24].[CH3:29][N:30]([CH3:31])[CH:32]=[O:33].[NH2:1][c:2]1[cH:3][cH:4][n:5]([CH:6]2[O:7][CH:8]([CH2:9][OH:10])[CH:11]([OH:12])[CH:13]2[OH:14])[c:15](=[O:16])[n:17]1.[OH2:25]>>[NH:1]([c:2]1[cH:3][cH:4][n:5]([CH:6]2[O:7][CH:8]([CH2:9][OH:10])[CH:11]([OH:12])[CH:13]2[OH:14])[c:15](=[O:16])[n:17]1)[C:19]([CH3:18])=[O:20]. The reactants are C1(=CC=CC=C1)C1=NNC(=C1N)C1=CC=CC=C1 (3,5-diphenyl-1H-pyrazol-4-ylamine), OC1=CC=CC=2NN=NC21 (hydroxybenzotriazole), C(C)(C)N=C=NC(C)C (diisopropylcarbodiimide), C(C1=CC=CC=C1)(=O)O (benzoic acid). Solvent: C(C)#N (acetonitrile), C(Cl)Cl (methylene chloride), O (water). Reaction conditions: time 12 hour. Product: C1(=CC=CC=C1)C1=NNC(=C1NCC1=CC=CC=C1)C1=CC=CC=C1 (N-(3,5-diphenyl-1H-pyrazol-4-yl)benzylamine). RXN SMILES: OC1C2N=NNC=2C=CC=1.C(N=C=NC(C)C)(C)C.[C:20](O)(=O)[C:21]1[CH:26]=[CH:25][CH:24]=[CH:23][CH:22]=1.[C:29]1([C:35]2[C:39]([NH2:40])=[C:38]([C:41]3[CH:46]=[CH:45][CH:44]=[CH:43][CH:42]=3)[NH:37][N:36]=2)[CH:34]=[CH:33][CH:32]=[CH:31][CH:30]=1>C(Cl)Cl.C(#N)C.O>[C:29]1([C:35]2[C:39]([NH:40][CH2:20][C:21]3[CH:26]=[CH:25][CH:24]=[CH:23][CH:22]=3)=[C:38]([C:41]3[CH:42]=[CH:43][CH:44]=[CH:45][CH:46]=3)[NH:37][N:36]=2)[CH:34]=[CH:33][CH:32]=[CH:31][CH:30]=1. Procedure: 574 mg of hydroxybenzotriazole and 822 μl of diisopropylcarbodiimide were added to a solution of 260 mg of benzoic acid in 10 ml of methylene chloride, after which 500 mg of 3,5-diphenyl-1H-pyrazol-4-ylamine in 2 ml of acetonitrile were added dropwise, at 0° C.; the mixture was then stirred at room temperature (RT) for 12 hours (h), after which water was added and the whole was extracted with ethyl acetate. The organic phase was dried over magnesium sulfate and concentrated under reduced pressur...